Dataset: the Open Reaction Database (ORD), a public repository of structured organic reaction records. Task: describe an organic reaction: reactants, conditions, products, and yield Starting materials: COC=1C=C(C=CC1OC)CC(=O)Cl (3,4-dimethoxyphenylacetyl chloride), C(C)N.C(C)O (ethylamine ethanol), [H][H] (hydrogen), [Cl-].[Al+3].[Cl-].[Cl-] (aluminum chloride), Cl (hydrogen chloride), C=C (ethylene), Cl (hydrogen chloride). Reagents/catalysts: [Pt]=O (platinum oxide). Run in C(Cl)Cl (methylene chloride), O (water), C(C)O (ethanol), C(Cl)Cl (methylene chloride). Conditions: temperature -50 celsius. Yields the product Cl.C(C)NC1CC2=CC(=C(C=C2CC1)OC)OC (N-ethyl-6,7-dimethoxy-1,2,3,4-tetrahydro-2-naphthylamine hydrochloride). RXN SMILES: [Cl-].[Al+3].[Cl-].[Cl-].[CH3:5][O:6][C:7]1[CH:8]=[C:9]([CH2:15][C:16]([Cl:18])=O)[CH:10]=[CH:11][C:12]=1[O:13][CH3:14].C=C.[CH2:21]([NH2:23])[CH3:22].[CH2:24](O)[CH3:25].[H][H].Cl>[Pt]=O.C(O)C.O.C(Cl)Cl>[ClH:18].[CH2:21]([NH:23][CH:16]1[CH2:25][CH2:24][C:10]2[C:9](=[CH:8][C:7]([O:6][CH3:5])=[C:12]([O:13][CH3:14])[CH:11]=2)[CH2:15]1)[CH3:22] |f:0.1.2.3,6.7,14.15|. Procedure: A mixture of 7.4 g of anhydrous aluminum chloride and 100 ml of anhydrous methylene chloride was cooled at -50° C. and to the mixture was added dropwise a solution of 5.9 g of 3,4-dimethoxyphenylacetyl chloride and 30 ml of anhydrous methylene chloride. Subsequently, while stirring the solution vigorously, ethylene was forced fed into the solution for 15 minutes. Then, after stirring the solution for 3.5 hours at room temperature (about 25° C.), the reaction solution was cooled in an ice-water b... Starting materials: CC(C)(C)c1nc(-c2ccc(F)cc2N)c(-c2cccnc2F)[nH]1, CCO. Yields the product CC(C)(C)c1nc2c([nH]1)-c1cccnc1Nc1cc(F)ccc1-2. Reaction SMILES: [C:1]([CH3:2])([CH3:3])([CH3:4])[c:5]1[nH:6][c:7](-[c:18]2[c:19]([F:24])[n:20][cH:21][cH:22][cH:23]2)[c:8](-[c:10]2[c:11]([NH2:17])[cH:12][c:13]([F:16])[cH:14][cH:15]2)[n:9]1.[CH3:25][CH2:26][OH:27]>>[C:1]([CH3:2])([CH3:3])([CH3:4])[c:5]1[nH:6][c:7]2[c:8]([n:9]1)-[c:10]1[c:11]([cH:12][c:13]([F:16])[cH:14][cH:15]1)[NH:17][c:19]1[c:18]-2[cH:23][cH:22][cH:21][n:20]1. The reactants are COCC(=O)N[C@H](C(=O)OC(C)(C)C)C(C)(C)C (tert-butyl(2S)-2-[(methoxyacetyl)amino]-3,3-dimethylbutanoate), FC(C(=O)O)(F)F (trifluoroacetic acid). Run in ClCCl (dichloromethane). Conditions: temperature 25 celsius, time 1 hour. Product: COCC(=O)N[C@H](C(=O)O)C(C)(C)C ((2S)-2-[(methoxyacetyl)amino]-3,3-dimethylbutanoic acid). RXN SMILES: [CH3:1][O:2][CH2:3][C:4]([NH:6][C@@H:7]([C:15]([CH3:18])([CH3:17])[CH3:16])[C:8]([O:10]C(C)(C)C)=[O:9])=[O:5].FC(F)(F)C(O)=O>ClCCl>[CH3:1][O:2][CH2:3][C:4]([NH:6][C@@H:7]([C:15]([CH3:18])([CH3:17])[CH3:16])[C:8]([OH:10])=[O:9])=[O:5]. Reported procedure: A solution of the product from Example 55A (0.012 g, 0.038 mmol) in dichloromethane (0.2 mL) was treated with trifluoroacetic acid (0.2 mL), stirred at 25° C. for 1 hour and concentrated. The residue was azeotroped with toluene to give the title compound, which was used without further purification. Starting materials: N=1ON=C2C1C=CC(=C2)C2=CC(=C(C=C2OCC2CC2)C(C(=O)OCC2CC2)CC(C)C)F (Cyclopropylmethyl 2-(4-(benzo[c][1,2,5]oxadiazol-5-yl)-5-(cyclopropylmethoxy)-2-fluorophenyl)-4-methylpentanoate). Run in CCO.O (EtOH H2O), [OH-].[K+] (KOH). Product: N=1ON=C2C1C=CC(=C2)C2=CC(=C(C=C2OCC2CC2)C(C(=O)O)CC(C)C)F (2-(4-(benzo[c][1,2,5]oxadiazol-5-yl)-5-(cyclopropylmethoxy)-2-fluorophenyl)-4-methylpentanoic acid). RXN SMILES: [N:1]1[O:2][N:3]=[C:4]2[CH:9]=[C:8]([C:10]3[C:15]([O:16][CH2:17][CH:18]4[CH2:20][CH2:19]4)=[CH:14][C:13]([CH:21]([CH2:29][CH:30]([CH3:32])[CH3:31])[C:22]([O:24]CC4CC4)=[O:23])=[C:12]([F:33])[CH:11]=3)[CH:7]=[CH:6][C:5]=12>CCO.O.[OH-].[K+]>[N:1]1[O:2][N:3]=[C:4]2[CH:9]=[C:8]([C:10]3[C:15]([O:16][CH2:17][CH:18]4[CH2:20][CH2:19]4)=[CH:14][C:13]([CH:21]([CH2:29][CH:30]([CH3:31])[CH3:32])[C:22]([OH:24])=[O:23])=[C:12]([F:33])[CH:11]=3)[CH:7]=[CH:6][C:5]=12 |f:1.2,3.4|. Reported procedure: Cyclopropylmethyl 2-(4-(benzo[c][1,2,5]oxadiazol-5-yl)-5-(cyclopropylmethoxy)-2-fluorophenyl)-4-methylpentanoate (0.14 g, 0.29 mmol) was dissolved in a mixture of EtOH/H2O (9 mL/1 mL) and KOH (0.3 g) was added. The reaction mixture was refluxed for 2 h and after cooling the solvent was evaporated. Then, 6 N HCl was added to adjust the pH to 5, and the reaction mixture was extracted with EtOAc (3×10 mL). The combined organic phases were dried over MgSO4 and evaporated under reduced pressure to gi...